This data is from the Open Reaction Database (ORD), a public repository of structured organic reaction records. The task is: describe an organic reaction: reactants, conditions, products, and yield Starting materials: C1(CC1)C=1C=C(C(=NC1)N1CCN(CC1)C(=O)C=1C=NC(=CC1C)F)C ([4-(5-cyclopropyl-3-methylpyridin-2-yl)piperazin-1-yl](6-fluoro-4-methylpyridin-3-yl)methanone), NC1=CC(=C(C=N1)C(=O)N1CCN(CC1)C1=NC=C(C=C1C)C1CC1)C ((6-amino-4-methylpyridin-3-yl) [4-(5-cyclopropyl-3-methylpyridin-2-yl)piperazin-1-yl]methanone), C1(CC1)C=1C=C(C(=NC1)N1CCN(CC1)C(=O)C=1C=NC(=CC1C)N1S(CCC1)(=O)=O)C ([4-(5-cyclopropyl-3-methylpyridin-2-yl)piperazin-1-yl][6-(1,1-dioxo-1λ6-isothiazolidin-2-yl)-4-methylpyridin-3-yl]methanone), COC1=CC=C(CN)C=C1 (4-methoxybenzylamine), ClCCCS(=O)(=O)Cl (3-chloropropane-1-sulfonyl chloride). Yields the product Cl.Cl.C1(CC1)C=1C=C(C(=NC1)N1CCN(CC1)C(=O)C=1C=NC(=CC1C)N1S(CCC1)(=O)=O)C ([4-(5-cyclopropyl-3-methylpyridin-2-yl)piperazin-1-yl][6-(1,1-dioxo-1λ6-isothiazolidin-2-yl)-4-methylpyridin-3-yl]methanone dihydrochloride). As a reaction SMILES: C1(C2C=C(C)C(N3CCN(C(C4C=NC(F)=CC=4C)=O)CC3)=NC=2)CC1.COC1C=CC(CN)=CC=1.[Cl:37]CCCS(Cl)(=O)=O.NC1N=CC(C(N2CCN(C3C(C)=CC(C4CC4)=CN=3)CC2)=O)=C(C)C=1.[CH:71]1([C:74]2[CH:75]=[C:76]([CH3:102])[C:77]([N:80]3[CH2:85][CH2:84][N:83]([C:86]([C:88]4[CH:89]=[N:90][C:91]([N:95]5[CH2:99][CH2:98][CH2:97][S:96]5(=[O:101])=[O:100])=[CH:92][C:93]=4[CH3:94])=[O:87])[CH2:82][CH2:81]3)=[N:78][CH:79]=2)[CH2:73][CH2:72]1>>[ClH:37].[ClH:37].[CH:71]1([C:74]2[CH:75]=[C:76]([CH3:102])[C:77]([N:80]3[CH2:81][CH2:82][N:83]([C:86]([C:88]4[CH:89]=[N:90][C:91]([N:95]5[CH2:99][CH2:98][CH2:97][S:96]5(=[O:100])=[O:101])=[CH:92][C:93]=4[CH3:94])=[O:87])[CH2:84][CH2:85]3)=[N:78][CH:79]=2)[CH2:73][CH2:72]1 |f:5.6.7|. Reported procedure: Using [4-(5-cyclopropyl-3-methylpyridin-2-yl)piperazin-1-yl](6-fluoro-4-methylpyridin-3-yl)methanone (1.25 g) described in Preparation Example 140, 4-methoxybenzylamine (2 mL) and 3-chloropropane-1-sulfonyl chloride (0.55 ml) and by the reaction and treatment in the same manner as in Example 223, the title compound (950 mg) was obtained via (6-amino-4-methylpyridin-3-yl) [4-(5-cyclopropyl-3-methylpyridin-2-yl)piperazin-1-yl]methanone and [4-(5-cyclopropyl-3-methylpyridin-2-yl)piperazin-1-yl][6-(... Starting materials: C1CCOC1, Cl, FC(F)(F)Oc1ccc(-c2ccc3cc[nH]c3c2)cc1, [H-], CI, [Na+], O. Product: Cn1ccc2ccc(-c3ccc(OC(F)(F)F)cc3)cc21. Reaction SMILES: [CH2:26]1[O:27][CH2:28][CH2:29][CH2:30]1.[ClH:25].[F:1][C:2]([O:3][c:4]1[cH:5][cH:6][c:7](-[c:10]2[cH:11][cH:12][c:13]3[cH:14][cH:15][nH:16][c:17]3[cH:18]2)[cH:8][cH:9]1)([F:19])[F:20].[H-:21].[I:23][CH3:24].[Na+:22].[OH2:31]>>[F:1][C:2]([O:3][c:4]1[cH:5][cH:6][c:7](-[c:10]2[cH:11][cH:12][c:13]3[cH:14][cH:15][n:16]([CH3:24])[c:17]3[cH:18]2)[cH:8][cH:9]1)([F:19])[F:20]. Reactants: C(C)(=O)OCC(=O)COC(C)=O (1,3-diacetoxyacetone), aqueous solution, Cl (hydrochloric acid), FC1=C(C=CC(=C1)F)[Mg]Br (2,4-difluorophenylmagnesium bromide), FC1=C(C=CC(=C1)F)Br (2,4-difluorobromobenzene), [Mg] (magnesium). The solvent is C1CCOC1 (THF), C1CCOC1 (THF). Run at temperature -30 celsius, time 2 hour. Product: C(C)(=O)OCC(COC(C)=O)(O)C1=C(C=C(C=C1)F)F (1,3-diacetoxy-2-(2,4-difluorophenyl)-2-propanol). RXN SMILES: [F:1][C:2]1[CH:7]=[C:6]([F:8])[CH:5]=[CH:4][C:3]=1[Mg]Br.FC1C=C(F)C=CC=1Br.[Mg].[C:21]([O:24][CH2:25][C:26]([CH2:28][O:29][C:30](=[O:32])[CH3:31])=[O:27])(=[O:23])[CH3:22].Cl>C1COCC1>[C:30]([O:29][CH2:28][C:26]([C:3]1[CH:4]=[CH:5][C:6]([F:8])=[CH:7][C:2]=1[F:1])([OH:27])[CH2:25][O:24][C:21](=[O:23])[CH3:22])(=[O:32])[CH3:31]. Reported procedure: Under an atmosphere of argon, 850 ml of THF solution of 2,4-difluorophenylmagnesium bromide prepared from 202.6 g (1.05 mol) of 2,4-difluorobromobenzene and 26.7 g (1.1 mol) of magnesium turnings was added dropwise at -30° C. to 1.7 l of THF solution of 174 g (1.00 mol) of 1,3-diacetoxyacetone which was previously cooled to -30° C. After the resulting liquid was stirred at -60° C. for 2 hours, a temperature thereof was gradually raised to room temperature. Then, to the reaction mixture was added... Starting materials: COC1=C(C(=C2C(C=C(OC2=C1)C1=CC=C(C=C1)OC)=O)O)I (7,4′-Dimethoxy-5-hydroxy-6-iodoflavone), C(=O)([O-])[O-].[K+].[K+] (K2CO3), COS(=O)(=O)OC (dimethylsulfate), CO.C(Cl)Cl (MeOH CH2Cl2). Run in C1CCOC1 (THF). The product is IC=1C(=C2C(C=C(OC2=CC1OC)C1=CC=C(C=C1)OC)=O)OC (6-Iodo-5,7,4′-trimethoxyflavone). Isolated yield 23.2%. As a reaction SMILES: [CH3:1][O:2][C:3]1[CH:12]=[C:11]2[C:6]([C:7](=[O:21])[CH:8]=[C:9]([C:13]3[CH:18]=[CH:17][C:16]([O:19][CH3:20])=[CH:15][CH:14]=3)[O:10]2)=[C:5]([OH:22])[C:4]=1[I:23].[C:24]([O-])([O-])=O.[K+].[K+].COS(OC)(=O)=O.CO.C(Cl)Cl>C1COCC1>[I:23][C:4]1[C:5]([O:22][CH3:24])=[C:6]2[C:11](=[CH:12][C:3]=1[O:2][CH3:1])[O:10][C:9]([C:13]1[CH:14]=[CH:15][C:16]([O:19][CH3:20])=[CH:17][CH:18]=1)=[CH:8][C:7]2=[O:21] |f:1.2.3,5.6|. Procedure: To a solution of 7 (3.00 g, 7.08 mmol) and K2CO3 (1.47 g, 10.6 mmol) in 150 mL THF was added dimethylsulfate (1.07 g, 8.49 mmol) and the solution heated at reflux overnight. The solvent was evaporated and the residue partitioned between 50 mL each of CHCl3 and H2O. The organic phase was separated and washed with saturated brine, dried over magnesium sulfate, filtered and evaporated to provide a yellow solid. Recrystallization from CHCl3/EtOH (1:2, 150 mL) afforded pale-yellow needles. Column chr... The reactants are Cl (hydrochloric acid), C[O-].[Na+] (sodium methoxide), C(#N)C=1C=NN(C1N1C(CC1)=O)C1=C(C=C(C=C1Cl)C(F)(F)F)Cl (4-cyano-1-(2,6-dichloro-4-trifluoromethylphenyl)-5-(2-oxo-azetidin-1-yl)pyrazole), CO (methanol), CO (methanol). Conditions: time 30 minute. The product is C(#N)C=1C=NN(C1NCCC(=O)OC)C1=C(C=C(C=C1Cl)C(F)(F)F)Cl (4-cyano-1-(2,6-dichloro-4-trifluoromethylphenyl)-5-(2-methoxycarbonylethyl)aminopyrazole). Reaction SMILES: [CH3:1][O-:2].[Na+].[C:4]([C:6]1[CH:7]=[N:8][N:9]([C:16]2[C:21](Cl)=[CH:20][C:19]([C:23]([F:26])([F:25])[F:24])=[CH:18][C:17]=2[Cl:27])[C:10]=1[N:11]1C[CH2:13][C:12]1=O)#[N:5].[ClH:28].[CH3:29][OH:30]>>[C:4]([C:6]1[CH:7]=[N:8][N:9]([C:16]2[C:21]([Cl:28])=[CH:20][C:19]([C:23]([F:25])([F:24])[F:26])=[CH:18][C:17]=2[Cl:27])[C:10]=1[NH:11][CH2:12][CH2:13][C:1]([O:30][CH3:29])=[O:2])#[N:5] |f:0.1|. Procedure: A solution of sodium methoxide in methanol [prepared by dissolving sodium (0.13 g) in methanol (10 ml)] was added to a solution of 4-cyano-1-(2,6-dichloro-4-trifluoromethylphenyl)-5-(2-oxo-azetidin-1-yl)pyrazole (1.88 g; prepared as described in Example 33) in methanol (15 ml) under nitrogen. The reaction mixture was stirred at laboratory temperature for 30 minutes then acidified with 2N hydrochloric acid (5 ml) and evaporated to dryness. The residue was dissolved in dichloromethane (50 ml) and ... Starting materials: CC(CCN)(C)C (3,3-dimethylbutylamine), C(C)OC(=O)C=1SC(=NN1)N1CCN(CC1)C(C1=C(C=CC=C1)C(F)(F)F)=O (5-[4-(2-trifluoromethylbenzoyl)piperazin-1-yl][1,3,4]thiadiazole-2-carboxylic acid ethyl ester). The product is CC(CCNC(=O)C=1SC(=NN1)N1CCN(CC1)C(C1=C(C=CC=C1)C(F)(F)F)=O)(C)C (5-[4-(2-TRIFLUOROMETHYLBENZOYL)PIPERAZIN-1-YL]-[1,3,4]THIADIAZOLE-2-CARBOXYLIC ACID (3,3-DIMETHYLBUTYL)AMIDE), solid. The yield is 93.0%. As a reaction SMILES: [CH3:1][C:2]([CH3:7])([CH3:6])[CH2:3][CH2:4][NH2:5].C([O:10][C:11]([C:13]1[S:14][C:15]([N:18]2[CH2:23][CH2:22][N:21]([C:24](=[O:35])[C:25]3[CH:30]=[CH:29][CH:28]=[CH:27][C:26]=3[C:31]([F:34])([F:33])[F:32])[CH2:20][CH2:19]2)=[N:16][N:17]=1)=O)C>>[CH3:1][C:2]([CH3:7])([CH3:6])[CH2:3][CH2:4][NH:5][C:11]([C:13]1[S:14][C:15]([N:18]2[CH2:19][CH2:20][N:21]([C:24](=[O:35])[C:25]3[CH:30]=[CH:29][CH:28]=[CH:27][C:26]=3[C:31]([F:34])([F:33])[F:32])[CH2:22][CH2:23]2)=[N:16][N:17]=1)=[O:10]. Reported procedure: Following the procedure as described in Example 3, making variations only as required to use 3,3-dimethylbutylamine in place of isoamylamine to react with 5-[4-(2-trifluoromethylbenzoyl)piperazin-1-yl][1,3,4]thiadiazole-2-carboxylic acid ethyl ester, the title compound was obtained as a white solid (0.053 g, yield 93%). 1H NMR (300 MHz, CDCl3) δ 7.72-7.69 (m, 1H), 7.63-7.51 (m, 2H), 7.33-7.31 (m, 1H), 6.99 (br., t, 1H), 4.07-3.99 (m, 1H), 3.89-3.81 (m, 1H), 3.74-3.59 (m, 2H), 3.53-3.49 (m, 2H), ... The reactants are CN(CCCN)C (N,N-Dimethy-1,3-propanediamine), ClC1=C(C=C(C(=O)NC)C=C1)[N+](=O)[O-] (4-chloro-N-methyl-3-nitrobenzamide). The solvent is C(C)(=O)OCC (ethyl acetate). Conditions: temperature 120 celsius, time 5 hour. The product is CN(CCCNC1=C(C=C(C(=O)NC)C=C1)[N+](=O)[O-])C (4-{[3-(Dimethylamino)propyl]amino}-N-methyl-3-nitrobenzamide). Isolated yield 98.6%. RXN SMILES: [CH3:1][N:2]([CH3:7])[CH2:3][CH2:4][CH2:5][NH2:6].Cl[C:9]1[CH:18]=[CH:17][C:12]([C:13]([NH:15][CH3:16])=[O:14])=[CH:11][C:10]=1[N+:19]([O-:21])=[O:20]>C(OCC)(=O)C>[CH3:1][N:2]([CH3:7])[CH2:3][CH2:4][CH2:5][NH:6][C:9]1[CH:18]=[CH:17][C:12]([C:13]([NH:15][CH3:16])=[O:14])=[CH:11][C:10]=1[N+:19]([O-:21])=[O:20]. Procedure details: N,N-Dimethy-1,3-propanediamine (1.39 g) was added to 4-chloro-N-methyl-3-nitrobenzamide (1.46 g) and the mixture was stirred for 5 hours at 120° C. The reaction mixture, with ethyl acetate added thereto, was washed with 1N sodium hydroxide aqueous solution and saturated brine successively, dried over sodium sulfate anhydride, and concentrated, thereby yielding the entitled compound (1.88 g) as yellow solid. Starting materials: Cl (hydrochloric acid), ClC1=C(C(=CC=C1)Cl)N1C(N(C2=NC(=NC=C2C1)S(=O)(=O)C)C)=O (3-(2,6-dichlorophenyl)-7-methane-sulfonyl-3,4-dihydro-1-methylpyrimido[4,5-d]pyrimidin-2(1H)-one), FC1=CC=C(N)C=C1 (4-fluoroaniline). Run in C(C)(=O)OCC (ethyl acetate). Run at temperature 180 celsius. Yields the product ClC1=C(C(=CC=C1)Cl)N1C(N(C2=NC(=NC=C2C1)NC1=CC=C(C=C1)F)C)=O (3-(2,6-dichlorophenyl)-7-(4-fluoroanilino)-3,4-dihydro-1-methylpyrimido[4,5-d]-pyrimidin-2(1H)-one). Isolated yield 36.8%. As a reaction SMILES: [Cl:1][C:2]1[CH:7]=[CH:6][CH:5]=[C:4]([Cl:8])[C:3]=1[N:9]1[CH2:18][C:17]2[C:12](=[N:13][C:14](S(C)(=O)=O)=[N:15][CH:16]=2)[N:11]([CH3:23])[C:10]1=[O:24].[F:25][C:26]1[CH:32]=[CH:31][C:29]([NH2:30])=[CH:28][CH:27]=1.Cl>C(OCC)(=O)C>[Cl:1][C:2]1[CH:7]=[CH:6][CH:5]=[C:4]([Cl:8])[C:3]=1[N:9]1[CH2:18][C:17]2[C:12](=[N:13][C:14]([NH:30][C:29]3[CH:31]=[CH:32][C:26]([F:25])=[CH:27][CH:28]=3)=[N:15][CH:16]=2)[N:11]([CH3:23])[C:10]1=[O:24]. Reported procedure: A mixture of 100 mg (0.26 mmol) of 3-(2,6-dichlorophenyl)-7-methane-sulfonyl-3,4-dihydro-1-methylpyrimido[4,5-d]pyrimidin-2(1H)-one and 0.25 ml (2.6 mmol) of 4-fluoroaniline was heated at 180° C. for 30 minutes and then cooled. 30 ml of ethyl acetate and 30 ml of 2M hydrochloric acid were added to the residue. The phases were separated and the organic phase was washed with 20 ml of brine, dried over magnesium sulfate, filtered and evaporated. The residue was chromatographed on silica gel using e... Reactants: CC(C)(C)OC(=O)NC1CC1C1CCN(C(=O)OCc2ccccc2)C1, CCO, [H][H]. The product is CC(C)(C)OC(=O)NC1CC1C1CCNC1. RXN SMILES: [CH2:1]([O:2][C:3](=[O:4])[N:11]1[CH2:12][CH:13]([CH:16]2[CH:17]([NH:19][C:20](=[O:21])[O:22][C:23]([CH3:24])([CH3:25])[CH3:26])[CH2:18]2)[CH2:14][CH2:15]1)[c:5]1[cH:6][cH:7][cH:8][cH:9][cH:10]1.[CH3:29][CH2:30][OH:31].[H:27][H:28]>>[NH:11]1[CH2:12][CH:13]([CH:16]2[CH:17]([NH:19][C:20](=[O:21])[O:22][C:23]([CH3:24])([CH3:25])[CH3:26])[CH2:18]2)[CH2:14][CH2:15]1.